This data is from the Open Reaction Database (ORD), a public repository of structured organic reaction records. The task is: describe an organic reaction: reactants, conditions, products, and yield Starting materials: COC(=O)C(OP(=O)(O)C(NC(=O)OCc1ccccc1)C(C)C)c1cccc(N(C(=O)OC(C)(C)C)C(N)=NC(=O)OC(C)(C)C)c1, CO, [Li+], [Na+], [OH-], O, O=S(=O)([O-])O. Product: CC(C)C(NC(=O)OCc1ccccc1)P(=O)(O)OC(C(=O)O)c1cccc(N(C(=O)OC(C)(C)C)C(N)=NC(=O)OC(C)(C)C)c1. RXN SMILES: [CH3:1][O:2][C:3]([CH:4]([O:5][P:6](=[O:7])([OH:8])[CH:9]([CH:10]([CH3:11])[CH3:12])[NH:13][C:14](=[O:15])[O:16][CH2:17][c:18]1[cH:19][cH:20][cH:21][cH:22][cH:23]1)[c:24]1[cH:25][c:26]([N:30]([C:31](=[N:32][C:33](=[O:34])[O:35][C:36]([CH3:37])([CH3:38])[CH3:39])[NH2:40])[C:41](=[O:42])[O:43][C:44]([CH3:45])([CH3:46])[CH3:47])[cH:27][cH:28][cH:29]1)=[O:48].[CH3:57][OH:58].[Li+:50].[Na+:56].[OH-:49].[OH2:59].[S:51](=[O:52])(=[O:53])([OH:54])[O-:55]>>[O:2]=[C:3]([CH:4]([O:5][P:6](=[O:7])([OH:8])[CH:9]([CH:10]([CH3:11])[CH3:12])[NH:13][C:14](=[O:15])[O:16][CH2:17][c:18]1[cH:19][cH:20][cH:21][cH:22][cH:23]1)[c:24]1[cH:25][c:26]([N:30]([C:31](=[N:32][C:33](=[O:34])[O:35][C:36]([CH3:37])([CH3:38])[CH3:39])[NH2:40])[C:41](=[O:42])[O:43][C:44]([CH3:45])([CH3:46])[CH3:47])[cH:27][cH:28][cH:29]1)[OH:48]. Reactants: Cc1cc2nc(S)[nH]c2cc1C, Nc1ccccc1CCl, Cl. Yields the product Cc1cc2nc(SCc3ccccc3N)[nH]c2cc1C. As a reaction SMILES: [CH3:1][c:2]1[cH:3][c:4]2[c:5]([n:6][c:7]([SH:9])[nH:8]2)[cH:10][c:11]1[CH3:12].[Cl:14][CH2:15][c:16]1[c:17]([NH2:18])[cH:19][cH:20][cH:21][cH:22]1.[ClH:13]>>[CH3:1][c:2]1[cH:3][c:4]2[c:5]([n:6][c:7]([S:9][CH2:15][c:16]3[c:17]([NH2:18])[cH:19][cH:20][cH:21][cH:22]3)[nH:8]2)[cH:10][c:11]1[CH3:12].